This data is from the Open Reaction Database (ORD), a public repository of structured organic reaction records. The task is: describe an organic reaction: reactants, conditions, products, and yield Reactants: CC(CCCC(C)C)C1CCC2C3CC=C4CC(CCC4(C3CCC12C)C)OC(NCCCCCC(NC(CO)CO)=O)=O ([5-(2-Hydroxy-1-hydroxymethyl-ethylcarbamoyl)-pentyl]-carbamic acid 17-(1,5-dimethyl-hexyl)-10,13-dimethyl-2,3,4,7,8,9,10,11,12,13,14,15,16,17-tetradecahydro-1H-cyclopenta[a]phenanthren-3-yl ester), N1=CC=CC=C1 (pyridine), CN(C)C1=NC=CC=C1 (dimethylamino pyridine), C(C1=CC=C(OC)C=C1)(C1=CC=C(OC)C=C1)(C1=CC=CC=C1)Cl (DMT-Cl), N1=CC=CC=C1 (pyridine). Reaction conditions: time 16 hour. The product is CC(CCCC(C)C)C1CCC2C3CC=C4CC(CCC4(C3CCC12C)C)OC(NCCCCCC(NC(CO)C(OC(C1=CC=C(C=C1)OC)C1=CC=C(C=C1)OC)C1=CC=CC=C1)=O)=O ((5-{1-[Bis-(4-methoxy-phenyl)-phenyl-methoxymethyl]-2-hydroxy-ethylcarbamoyl}-pentyl)-carbamic acid 17-(1,5-dimethyl-hexyl)-10,13-dimethyl-2,3,4,7,8,9,10,11,12,13,14,15,16,17-tetradecahydro-1H-cyclopenta[a]phenanthren-3-yl ester). RXN SMILES: [CH3:1][CH:2]([CH:9]1[C:25]2([CH3:26])[CH:12]([CH:13]3[CH:22]([CH2:23][CH2:24]2)[C:21]2([CH3:27])[C:16]([CH2:17][CH:18]([O:28][C:29](=[O:44])[NH:30][CH2:31][CH2:32][CH2:33][CH2:34][CH2:35][C:36](=[O:43])[NH:37][CH:38]([CH2:41][OH:42])[CH2:39][OH:40])[CH2:19][CH2:20]2)=[CH:15][CH2:14]3)[CH2:11][CH2:10]1)[CH2:3][CH2:4][CH2:5][CH:6]([CH3:8])[CH3:7].CN([C:48]1[CH:53]=[CH:52][CH:51]=[CH:50]N=1)C.[C:54](Cl)(C1C=CC=CC=1)([C:63]1[CH:70]=[CH:69][C:66]([O:67][CH3:68])=[CH:65][CH:64]=1)[C:55]1[CH:62]=[CH:61][C:58]([O:59][CH3:60])=[CH:57][CH:56]=1.N1C=CC=C[CH:79]=1>>[CH3:1][CH:2]([CH:9]1[C:25]2([CH3:26])[CH:12]([CH:13]3[CH:22]([CH2:23][CH2:24]2)[C:21]2([CH3:27])[C:16]([CH2:17][CH:18]([O:28][C:29](=[O:44])[NH:30][CH2:31][CH2:32][CH2:33][CH2:34][CH2:35][C:36](=[O:43])[NH:37][CH:38]([CH:39]([C:50]4[CH:79]=[CH:48][CH:53]=[CH:52][CH:51]=4)[O:40][CH:54]([C:55]4[CH:62]=[CH:61][C:58]([O:59][CH3:60])=[CH:57][CH:56]=4)[C:63]4[CH:64]=[CH:65][C:66]([O:67][CH3:68])=[CH:69][CH:70]=4)[CH2:41][OH:42])[CH2:19][CH2:20]2)=[CH:15][CH2:14]3)[CH2:11][CH2:10]1)[CH2:3][CH2:4][CH2:5][CH:6]([CH3:7])[CH3:8]. Reported procedure: Diol 52 (5.6 g, 9.1 mmol) was co-evaporated with anhydrous pyridine three times and then dissolved in pyridine (10 mL). To this solution dimethylamino pyridine (0.110 g, 0.91 mmol) and DMT-Cl (3.23 g, 9.53 mmol, 1.05 equiv.) were added at room temperature. The reaction mixture was stirred at room temperature for 16 h. Due to the presence of two primary hydroxyl groups, the reaction never went to completion. The solution was dried under reduced pressure and co-evaporated with toluene to remove re... Starting materials: CCOC(=O)CN, Cc1ccccc1, CCCCN(CCCC)CCCC, Cl, O=C(c1ccccc1)c1ccccc1, O. Yields the product CCOC(=O)CN=C(c1ccccc1)c1ccccc1. Reaction SMILES: [CH2:16]([CH3:17])[O:18][C:19]([CH2:20][NH2:21])=[O:22].[CH3:23][c:24]1[cH:25][cH:26][cH:27][cH:28][cH:29]1.[CH3:30][CH2:31][CH2:32][CH2:33][N:34]([CH2:35][CH2:36][CH2:37][CH3:38])[CH2:39][CH2:40][CH2:41][CH3:42].[ClH:15].[O:1]=[C:2]([c:3]1[cH:4][cH:5][cH:6][cH:7][cH:8]1)[c:9]1[cH:10][cH:11][cH:12][cH:13][cH:14]1.[OH2:43]>>[C:2]([c:3]1[cH:4][cH:5][cH:6][cH:7][cH:8]1)([c:9]1[cH:10][cH:11][cH:12][cH:13][cH:14]1)=[N:21][CH2:20][C:19]([O:18][CH2:16][CH3:17])=[O:22]. Isolated yield 16.8%. Reported procedure: This compound was prepared according to the general method of Example 77 using 2,2'-dithiobisbenzoyl chloride (1.12 g, 3.26 mmol) in 25 mL of dichloromethane and 3,4-dimethylaniline (0.79 g, 6.52 mmol) in 8 mL of pyridine. The crude product was triturated with ethyl ether and filtered to yield 0.28 g of the title compound, mp 224°-227° C. Starting materials: C(C1=C(C=CC=C1)SSC1=C(C(=O)Cl)C=CC=C1)(=O)Cl (2,2'-dithiobisbenzoyl chloride), CC=1C=C(N)C=CC1C (3,4-dimethylaniline). Run in N1=CC=CC=C1 (pyridine), ClCCl (dichloromethane). RXN SMILES: [C:1](Cl)(=[O:19])[C:2]1[CH:7]=[CH:6][CH:5]=[CH:4][C:3]=1[S:8][S:9][C:10]1[CH:18]=[CH:17][CH:16]=[CH:15][C:11]=1[C:12](Cl)=[O:13].[CH3:21][C:22]1[CH:23]=[C:24]([CH:26]=[CH:27][C:28]=1[CH3:29])[NH2:25]>ClCCl.N1C=CC=CC=1>[CH3:21][C:22]1[CH:23]=[C:24]([NH:25][C:1](=[O:19])[C:2]2[CH:7]=[CH:6][CH:5]=[CH:4][C:3]=2[S:8][S:9][C:10]2[CH:18]=[CH:17][CH:16]=[CH:15][C:11]=2[C:12]([NH:25][C:24]2[CH:26]=[CH:27][C:28]([CH3:29])=[C:22]([CH3:21])[CH:23]=2)=[O:13])[CH:26]=[CH:27][C:28]=1[CH3:29]. The product is CC=1C=C(C=CC1C)NC(C1=C(C=CC=C1)SSC1=C(C(=O)NC2=CC(=C(C=C2)C)C)C=CC=C1)=O (2,2'-Dithiobis[N-(3,4-dimethylphenyl)benzamide]). The reactants are C(#N)C1=CC(=C(C=C1)C=1C=NN(C1O)C1=NC=C(C(=O)O)C=C1)C (6-(4-(4-cyano-2-methylphenyl)-5-hydroxy-1H-pyrazol-1-yl)nicotinic acid), Cl.Cl.C(C)N(C1CNCCC1)CC (N,N-diethylpiperidin-3-amine dihydrochloride). Product: C(C)N(C1CN(CCC1)C(=O)C=1C=CC(=NC1)N1N=CC(=C1O)C1=C(C=C(C#N)C=C1)C)CC (4-(1-(5-(3-(diethylamino)piperidine-1-carbonyl)pyridin-2-yl)-5-hydroxy-1H-pyrazol-4-yl)-3-methylbenzonitrile). As a reaction SMILES: [C:1]([C:3]1[CH:8]=[CH:7][C:6]([C:9]2[CH:10]=[N:11][N:12]([C:15]3[CH:23]=[CH:22][C:18]([C:19](O)=[O:20])=[CH:17][N:16]=3)[C:13]=2[OH:14])=[C:5]([CH3:24])[CH:4]=1)#[N:2].Cl.Cl.[CH2:27]([N:29]([CH2:36][CH3:37])[CH:30]1[CH2:35][CH2:34][CH2:33][NH:32][CH2:31]1)[CH3:28]>>[CH2:36]([N:29]([CH2:27][CH3:28])[CH:30]1[CH2:35][CH2:34][CH2:33][N:32]([C:19]([C:18]2[CH:22]=[CH:23][C:15]([N:12]3[C:13]([OH:14])=[C:9]([C:6]4[CH:7]=[CH:8][C:3]([C:1]#[N:2])=[CH:4][C:5]=4[CH3:24])[CH:10]=[N:11]3)=[N:16][CH:17]=2)=[O:20])[CH2:31]1)[CH3:37] |f:1.2.3|. Reported procedure: The title compound was prepared in a manner similar to Example 112 using 6-(4-(4-cyano-2-methylphenyl)-5-hydroxy-1H-pyrazol-1-yl)nicotinic acid and N,N-diethylpiperidin-3-amine dihydrochloride. 1H NMR (500 MHz, CHLOROFORM-d) δ ppm 1.26 (br. s., 6H) 1.57 (br. s., 2H) 1.76-2.17 (m, 2H) 2.36-2.90 (m, 9H) 3.02 (br. s., 1H) 3.70 (br. s., 1H) 4.52-4.92 (m, 1H) 7.48-7.60 (m, 3H) 7.63-7.73 (m, 1H) 7.95-8.10 (m, 2H) 8.43 (s, 1H); ESI-MS m/z [M+H]+ 459.3. The reactants are CC(=O)N1CCC(CN)CC1, C1CCOC1, S=C=S. The product is CC(=O)N1CCC(CN=C=S)CC1. Reaction SMILES: [C:4]([CH3:5])(=[O:6])[N:7]1[CH2:8][CH2:9][CH:10]([CH2:13][NH2:14])[CH2:11][CH2:12]1.[O:15]1[CH2:16][CH2:17][CH2:18][CH2:19]1.[S:1]=[C:2]=[S:3]>>[C:2](=[S:3])=[N:14][CH2:13][CH:10]1[CH2:9][CH2:8][N:7]([C:4]([CH3:5])=[O:6])[CH2:12][CH2:11]1. Starting materials: O=C(c1ccc(F)cc1)c1ccc(F)c(Cl)c1, O=C(O)Cc1cc(O)cc(Cl)c1. Yields the product O=C(O)Cc1cc(Cl)cc(Oc2ccc(C(=O)c3ccc(F)cc3)cc2Cl)c1. Reaction SMILES: [Cl:13][c:14]1[cH:15][c:16]([C:21](=[O:22])[c:23]2[cH:24][cH:25][c:26]([F:29])[cH:27][cH:28]2)[cH:17][cH:18][c:19]1[F:20].[Cl:1][c:2]1[cH:3][c:4]([CH2:9][C:10](=[O:11])[OH:12])[cH:5][c:6]([OH:8])[cH:7]1>>[Cl:1][c:2]1[cH:3][c:4]([CH2:9][C:10](=[O:11])[OH:12])[cH:5][c:6]([O:8][c:19]2[c:14]([Cl:13])[cH:15][c:16]([C:21](=[O:22])[c:23]3[cH:24][cH:25][c:26]([F:29])[cH:27][cH:28]3)[cH:17][cH:18]2)[cH:7]1. Reactants: Cl.C(C)N=C=NCCCN(C)C (1-ethyl-3-(3-dimethylaminopropyl)-carbodiimide hydrochloride), ON1N=NC2=C1C=CC=C2 (1-hydroxybenzotriazole), CCN(C(C)C)C(C)C (DIPEA), Cl.N1=CC=C(C=C1)C=1C(=NNC1)C=1C=C(C(=O)O)C=CC1 (3-(4-pyridin-4-yl-1H-pyrazol-3-yl)-benzoic acid hydrochloride), C(C1=CC=CC=C1)N (Benzylamine). Run in C(Cl)Cl (DCM), CN(C)C=O (DMF), CN(C)C=O (DMF), O (water). Conditions: time 24 hour. Product: C(C1=CC=CC=C1)NC(C1=CC(=CC=C1)C1=NNC=C1C1=CC=NC=C1)=O (N-benzyl-3-(4-pyridin-4-yl-1H-pyrazol-3-yl)-benzamide). Reaction SMILES: Cl.C(N=C=NCCCN(C)C)C.ON1C2C=CC=CC=2N=N1.CCN(C(C)C)C(C)C.Cl.[N:33]1[CH:38]=[CH:37][C:36]([C:39]2[C:40]([C:44]3[CH:45]=[C:46]([CH:50]=[CH:51][CH:52]=3)[C:47]([OH:49])=O)=[N:41][NH:42][CH:43]=2)=[CH:35][CH:34]=1.[CH2:53]([NH2:60])[C:54]1[CH:59]=[CH:58][CH:57]=[CH:56][CH:55]=1>C(Cl)Cl.CN(C=O)C.O>[CH2:53]([NH:60][C:47](=[O:49])[C:46]1[CH:50]=[CH:51][CH:52]=[C:44]([C:40]2[C:39]([C:36]3[CH:35]=[CH:34][N:33]=[CH:38][CH:37]=3)=[CH:43][NH:42][N:41]=2)[CH:45]=1)[C:54]1[CH:59]=[CH:58][CH:57]=[CH:56][CH:55]=1 |f:0.1,4.5|. Procedure details: A solution of 1-ethyl-3-(3-dimethylaminopropyl)-carbodiimide hydrochloride (0.029 g, 0.15 mmol, 1.5 eq) in dry DCM (1 mL) and a solution of 1-hydroxybenzotriazole (0.020 g, 0.15 mmol, 1.5 eq) and DIPEA (0.064 g, 0.50 mmol, 5 eq) in dry DMF (0.1 mL) were added to 3-(4-pyridin-4-yl-1H-pyrazol-3-yl)-benzoic acid hydrochloride (0.030 g, 0.10 mmol, 1 eq) in dry DMF (0.200 ml). Benzylamine (2 eq) was added to the reaction mixture, which was stirred at room temperature for 24 h. Distilled water (1.5 mL... Starting materials: [Na+].C1(=CC=CC=C1)S(=O)[O-] (Benzenesulfinic acid sodium salt), CC=1C(CCCC1)=O (2-methyl-2-cyclohexen-1-one), Cl (hydrochloric acid). Solvent: O (water). Conditions: time 24 hour. Yields the product CC1C(CCCC1S(=O)(=O)C1=CC=CC=C1)=O (2-methyl-3-(phenylsulfonyl)-cyclohexan-1-one). The yield is 93.0%. As a reaction SMILES: [Na+].[C:2]1([S:8]([O-:10])=[O:9])[CH:7]=[CH:6][CH:5]=[CH:4][CH:3]=1.[CH3:11][C:12]1[C:13](=[O:18])[CH2:14][CH2:15][CH2:16][CH:17]=1.Cl>O>[CH3:11][CH:12]1[CH:17]([S:8]([C:2]2[CH:7]=[CH:6][CH:5]=[CH:4][CH:3]=2)(=[O:10])=[O:9])[CH2:16][CH2:15][CH2:14][C:13]1=[O:18] |f:0.1|. Procedure details: Benzenesulfinic acid sodium salt (2.9 g) was added to a solution containing 1.5 g of 2-methyl-2-cyclohexen-1-one and 8 ml of water. Then 16 ml of 1N hydrochloric acid was added dropwise to the resulting mixture. The reaction mixture was stirred at room temperature for 24 hours. The crystals so precipitated were filtered and then, washed with water, isopropanol and cold ethyl ether. After recrystallization from isopropanol, 2-methyl-3-(phenylsulfonyl)-cyclohexan-1-one was obtained in the form of ...